Dataset: the Open Reaction Database (ORD), a public repository of structured organic reaction records. Task: describe an organic reaction: reactants, conditions, products, and yield The solvent is C(C)[C@H]1[C@H](C[C@@H](C1)O)C(=O)OCC ((1S,2R,4R)-ethyl 2-ethyl-4-hydroxycyclopentanecarboxylate), C(C)O (Ethanol), C(C)O (ethanol). As a reaction SMILES: [OH-].[Na+].[N+](C1C=CC(C([O:12][C@@H:13]2[CH2:17][C@@H:16]([CH2:18][CH3:19])[C@@H:15]([C:20]([O:22][CH2:23][CH3:24])=[O:21])[CH2:14]2)=O)=CC=1)([O-])=O>C(O)C.C([C@@H]1C[C@@H](O)C[C@@H]1C(OCC)=O)C>[CH2:18]([CH:16]1[CH2:17][CH:13]([OH:12])[CH2:14][CH:15]1[C:20]([O:22][CH2:23][CH3:24])=[O:21])[CH3:19] |f:0.1|. Yields the product C(C)C1C(CC(C1)O)C(=O)OCC (ethyl 2-ethyl-4-hydroxycyclopentanecarboxylate). Reported procedure: A 2 L flask was charged with freshly ground sodium hydroxide (9.55 g, 239 mmol). Ethanol (500 mL) was added and the mixture was stirred until all solid went into solution. A solution of a scalemic mixture enriched in (1R,3S,4R)-3-(ethoxycarbonyl)-4-ethylcyclopentyl 4-nitrobenzoate (16.02 g, 47.8 mmol) in ethanol (120 mL) was added through an additional funnel. The reaction mixture was stirred at ambient temperature overnight. The solid was filtered off while washing with DCM (100 mL). Saturated ... The reactants are [OH-].[Na+] (sodium hydroxide), [N+](=O)([O-])C1=CC=C(C(=O)O[C@H]2C[C@@H]([C@@H](C2)CC)C(=O)OCC)C=C1 ((1R,3S,4R)-3-(ethoxycarbonyl)-4-ethylcyclopentyl 4-nitrobenzoate). Procedure details: 4,6-Dichloro-N-(3-methoxy-5-(methylsulfonamido)phenyl)pyrimidine-5-carboxamide (617 mg, 73% purity, 1.14 mmol) was dissolved in dioxane (5 ml) and cooled in an ice bath. Ammonia (819 μl, 7N in MeOH, 5.7 mmol) was added dropwise and the mixture stirred at 0° C. for 6 h and at room temperature overnight. The solvent was removed and ethyl acetate added. The solid precipitate was filtered off and the filtrate was concentrated to give 660 mg (100% yield) of the title compound as an oil that was used ... Yields the product NC1=NC=NC(=C1C(=O)NC1=CC(=CC(=C1)NS(=O)(=O)C)OC)Cl (4-Amino-6-chloro-N-(3-methoxy-5-(methylsulfonamido)phenyl)pyrimidine-5-carboxamide). Reactants: ClC1=NC=NC(=C1C(=O)NC1=CC(=CC(=C1)NS(=O)(=O)C)OC)Cl (4,6-Dichloro-N-(3-methoxy-5-(methylsulfonamido)phenyl)pyrimidine-5-carboxamide), N (Ammonia). Solvent: O1CCOCC1 (dioxane). RXN SMILES: [Cl:1][C:2]1[C:7]([C:8]([NH:10][C:11]2[CH:16]=[C:15]([NH:17][S:18]([CH3:21])(=[O:20])=[O:19])[CH:14]=[C:13]([O:22][CH3:23])[CH:12]=2)=[O:9])=[C:6](Cl)[N:5]=[CH:4][N:3]=1.[NH3:25]>O1CCOCC1>[NH2:25][C:6]1[C:7]([C:8]([NH:10][C:11]2[CH:16]=[C:15]([NH:17][S:18]([CH3:21])(=[O:20])=[O:19])[CH:14]=[C:13]([O:22][CH3:23])[CH:12]=2)=[O:9])=[C:2]([Cl:1])[N:3]=[CH:4][N:5]=1. Isolated yield 155.7%. Reaction conditions: temperature 0 celsius, time 8 hour. Starting materials: COP(=O)(OC)CC(C=CCCCCCCCCCCC=O)=O (15-(dimethylphosphono)-pentadec-12-en-14-on-1-al), C(CCCCCCCCCCC=O)=O (dodecan-1,12-dial), COP(=O)(OC)CC(CP(=O)(OC)OC)=O (1,3-bis(dimethylphosphono)-propan-2-one). Run in C(C)(C)(C)O (t-butanol). Yields the product C1(C=CCCCCCCCCCCC=C1)=O (cyclopentadeca-2,14-dien-1-one). Yield: 26.0%. As a reaction SMILES: COP([CH2:7][C:8](=O)[CH:9]=[CH:10][CH2:11][CH2:12][CH2:13][CH2:14][CH2:15][CH2:16][CH2:17][CH2:18][CH2:19][CH2:20][CH:21]=[O:22])(OC)=O.C(=O)CCCCCCCCCCC=O.COP(CC(=O)CP(OC)(OC)=O)(OC)=O>C(O)(C)(C)C>[C:21]1(=[O:22])[CH:20]=[CH:19][CH2:18][CH2:17][CH2:16][CH2:15][CH2:14][CH2:13][CH2:12][CH2:11][CH2:10][CH2:9][CH:8]=[CH:7]1. Procedure: The above reaction was repeated, but 15-(dimethylphosphono)-pentadec-12-en-14-on-1-al was replaced by a mixture of 0.79 g (4 mMole) of dodecan-1,12-dial and 1.10 g (4 mMole) of 1,3-bis(dimethylphosphono)-propan-2-one in 10 ml of 90% t-butanol. Identical introduction time and work up gave 229 mg (26%) of cyclopentadeca-2,14-dien-1-one in a similar ratio of isomers.